Dataset: the Open Reaction Database (ORD), a public repository of structured organic reaction records. Task: describe an organic reaction: reactants, conditions, products, and yield Starting materials: NC=1C=CC(=NC1NC1=C(C=CC=C1)OC(F)(F)F)O (5-Amino-6-(2-(trifluoromethoxy)phenylamino)pyridin-2-ol), C1(CC1)C=O (Cyclopropanecarbaldehyde). Solvent: [N+](=O)([O-])C1=CC=CC=C1 (nitrobenzene), hexanes. Run at temperature 120 celsius. Yields the product C1(CC1)C1=NC=2C(=NC(=CC2)O)N1C1=C(C=CC=C1)OC(F)(F)F (2-Cyclopropyl-3-(2-(trifluoromethoxy)phenyl)-3H-imidazo[4,5-b]pyridin-5-ol). The yield is 10.3%. RXN SMILES: [NH2:1][C:2]1[CH:3]=[CH:4][C:5]([OH:20])=[N:6][C:7]=1[NH:8][C:9]1[CH:14]=[CH:13][CH:12]=[CH:11][C:10]=1[O:15][C:16]([F:19])([F:18])[F:17].[CH:21]1([CH:24]=O)[CH2:23][CH2:22]1>[N+](C1C=CC=CC=1)([O-])=O>[CH:21]1([C:24]2[N:8]([C:9]3[CH:14]=[CH:13][CH:12]=[CH:11][C:10]=3[O:15][C:16]([F:19])([F:17])[F:18])[C:7]3=[N:6][C:5]([OH:20])=[CH:4][CH:3]=[C:2]3[N:1]=2)[CH2:23][CH2:22]1. Procedure: 5-Amino-6-(2-(trifluoromethoxy)phenylamino)pyridin-2-ol (0.10 g, 0.32 mmol) was dissolved in nitrobenzene (0.5 mL). Cyclopropanecarbaldehyde (0.044 g, 0.64 mmol) was added. The reaction mixture was heated to 120° C. overnight. After cooling, hexanes was added to the reaction mixture to form a precipitate. The precipitate was collected, washed with hexanes, and purified via HPLC to give the title compound (11 mg). LCMS m/z=336.2 [M+H]+; 1H NMR (400 MHz, methanol-d4) δ ppm 1.35 (m, 4H), 2.03 (m, 1... Reactants: BrC1=C(C(=O)OC)C=CN=C1 (methyl 3-bromoisonicotinate), NC1=NN(C2=CC=CC(=C12)F)C (3-amino-4-fluoro-1-methyl-indazole). Yields the product FC1=C2C(=NN(C2=CC=C1)C)NC=1C=NC=CC1C(=O)O (3-[(4-fluoro-1-methyl-1H-indazol-3-yl)amino]pyridine-4-carboxylic acid). The yield is 34.0%. RXN SMILES: Br[C:2]1[CH:11]=[N:10][CH:9]=[CH:8][C:3]=1[C:4]([O:6]C)=[O:5].[NH2:12][C:13]1[C:21]2[C:16](=[CH:17][CH:18]=[CH:19][C:20]=2[F:22])[N:15]([CH3:23])[N:14]=1>>[F:22][C:20]1[CH:19]=[CH:18][CH:17]=[C:16]2[C:21]=1[C:13]([NH:12][C:2]1[CH:11]=[N:10][CH:9]=[CH:8][C:3]=1[C:4]([OH:6])=[O:5])=[N:14][N:15]2[CH3:23]. Reported procedure: The title compound was prepared in 34% yield from methyl 3-bromoisonicotinate and 3-amino-4-fluoro-1-methyl-indazole according to the general procedure for Example 6. 1H NMR (400 MHz, DMSO-d6): δ 4.00 (3H, s), 6.84-6.89 (1H, m), 7.39-7.42 (2H, m), 7.80 (1H, d, J=5.0 Hz), 8.21 (1H, d, J=5.0 Hz), 9.90 (1H, s), 10.88 (1H, br s), 14.22 (1H, br s). [M+H] calc'd for C14H11FN4O2, 287; found 287. Reactants: O[C@@H]1[C@]2(C)[C@@H](CC1)[C@@H]1CCC3=CCC[C@@H]([C@]3(C=O)[C@H]1CC2)C (17β-hydroxy-1α-methyl-4-androsten-19-one), C[Si](Cl)(C)C (trimethylchlorosilane), N1=CC=CC=C1 (pyridine). Solvent: C1=CC=CC=C1 (benzene). The product is C[C@H]1CCC=C2CC[C@H]3[C@@H]4CC[C@@H]([C@@]4(C)CC[C@@H]3[C@@]12C=O)O[Si](C)(C)C (1α-methyl-17β-trimethylsiloxy-4-androsten-19-one). As a reaction SMILES: [OH:1][C@H:2]1[CH2:7][CH2:6][C@H:5]2[C@H:8]3[C@H:19]([CH2:20][CH2:21][C@:3]12[CH3:4])[C@:16]1([CH:17]=[O:18])[C:11](=[CH:12][CH2:13][CH2:14][C@@H:15]1[CH3:22])[CH2:10][CH2:9]3.[CH3:23][Si:24]([CH3:27])([CH3:26])Cl.N1C=CC=CC=1>C1C=CC=CC=1>[CH3:22][C@@H:15]1[C@@:16]2([CH:17]=[O:18])[C:11]([CH2:10][CH2:9][C@@H:8]3[C@@H:19]2[CH2:20][CH2:21][C@@:3]2([CH3:4])[C@H:5]3[CH2:6][CH2:7][C@@H:2]2[O:1][Si:24]([CH3:27])([CH3:26])[CH3:23])=[CH:12][CH2:13][CH2:14]1. Reported procedure: A mixture of 17β-hydroxy-1α-methyl-4-androsten-19-one, trimethylchlorosilane and pyridine is refluxed in benzene for a period of about 18 hours. The suspension is filtered and the benzene removed under vacuum. The resulting oil is eluted from a silica gel chromatograph with benzene and crystallized from hexane to yield 1α-methyl-17β-trimethylsiloxy-4-androsten-19-one. Reactants: N#CCCCBr, C1CCOC1, [Li]CCCC, CC(C)NC(C)C, N#CC1c2ccccc2C=Cc2ccccc21. The product is N#CCCCC1(C#N)c2ccccc2C=Cc2ccccc21. RXN SMILES: [Br:30][CH2:31][CH2:32][CH2:33][C:34]#[N:35].[CH2:36]1[O:37][CH2:38][CH2:39][CH2:40]1.[CH3:8][CH2:9][CH2:10][CH2:11][Li:12].[CH:1]([NH:2][CH:3]([CH3:4])[CH3:5])([CH3:6])[CH3:7].[cH:13]1[cH:14][cH:15][cH:16][c:17]2[c:23]1[CH:22]=[CH:21][c:20]1[c:19]([cH:27][cH:26][cH:25][cH:24]1)[CH:18]2[C:28]#[N:29]>>[cH:13]1[cH:14][cH:15][cH:16][c:17]2[c:23]1[CH:22]=[CH:21][c:20]1[c:19]([cH:27][cH:26][cH:25][cH:24]1)[C:18]2([C:28]#[N:29])[CH2:31][CH2:32][CH2:33][C:34]#[N:35]. Starting materials: NC1C(CN(C1)C(=O)OCC1=CC=CC=C1)(C)C ((+/−)-Benzyl 4-amino-3,3-dimethylpyrrolidine-1-carboxylate), NC1C(CN(C1)C(=O)OCC1=CC=CC=C1)(C)C ((+/−)-Benzyl 4-amino-3,3-dimethylpyrrolidine-1-carboxylate), CO (MeOH). The solvent is C(=O)=O (CO2). Product: N[C@H]1C(CN(C1)C(=O)OCC1=CC=CC=C1)(C)C ((S)-benzyl 4-amino-3,3-dimethylpyrrolidine-1-carboxylate). The yield is 42.0%. As a reaction SMILES: [NH2:1][CH:2]1[CH2:6][N:5]([C:7]([O:9][CH2:10][C:11]2[CH:16]=[CH:15][CH:14]=[CH:13][CH:12]=2)=[O:8])[CH2:4][C:3]1([CH3:18])[CH3:17].CO>C(=O)=O>[NH2:1][C@@H:2]1[CH2:6][N:5]([C:7]([O:9][CH2:10][C:11]2[CH:16]=[CH:15][CH:14]=[CH:13][CH:12]=2)=[O:8])[CH2:4][C:3]1([CH3:18])[CH3:17]. Procedure: (+/−)-Benzyl 4-amino-3,3-dimethylpyrrolidine-1-carboxylate (Intermediate 11, 0.48 g was resolved via chiral SFC chromatography under the following conditions: column OD-H (0.46×25 cm), 20% MeOH with 0.1% DEA in CO2, 3 mL/min, 40° C., 140 bars. The second fraction was concentrated to afford the title compound (S)-benzyl 4-amino-3,3-dimethylpyrrolidine-1-carboxylate (0.2 g, 42% yield). The reactants are Cl (HCl), C1(CCCCC1)C[C@@H]([C@@H](CNC(OC(C)(C)C)=O)O)NC1=C(C(C1=O)=O)N1CC(CCC1)C(C1=CC=CC=C1)OCCCOC (tert-butyl (2R,3S)-4-cyclohexyl-2-hydroxy-3-(2-(3-((3-methoxypropoxy)-(phenyl)methyl)piperidin-1-yl)-3,4-dioxocyclobut-1-enylamino)butylcarbamate). The solvent is O1CCOCC1 (dioxane), O1CCOCC1 (dioxane). Run at time 3 hour. The product is NC[C@H]([C@H](CC1CCCCC1)NC=1C(C(C1N1CC(CCC1)C(C1=CC=CC=C1)OCCCOC)=O)=O)O (3-((2S,3R)-4-amino-1-cyclohexyl-3-hydroxybutan-2-ylamino)-4-(3-((3-methoxypropoxy)(phenyl)methyl)piperidin-1-yl)cyclobut-3-ene-1,2-dione), Cl (HCl). As a reaction SMILES: [CH:1]1([CH2:7][C@H:8]([NH:20][C:21]2[C:24](=[O:25])[C:23](=[O:26])[C:22]=2[N:27]2[CH2:32][CH2:31][CH2:30][CH:29]([CH:33]([O:40][CH2:41][CH2:42][CH2:43][O:44][CH3:45])[C:34]3[CH:39]=[CH:38][CH:37]=[CH:36][CH:35]=3)[CH2:28]2)[C@H:9]([OH:19])[CH2:10][NH:11]C(=O)OC(C)(C)C)[CH2:6][CH2:5][CH2:4][CH2:3][CH2:2]1.[ClH:46]>O1CCOCC1>[NH2:11][CH2:10][C@@H:9]([OH:19])[C@@H:8]([NH:20][C:21]1[C:24](=[O:25])[C:23](=[O:26])[C:22]=1[N:27]1[CH2:32][CH2:31][CH2:30][CH:29]([CH:33]([O:40][CH2:41][CH2:42][CH2:43][O:44][CH3:45])[C:34]2[CH:39]=[CH:38][CH:37]=[CH:36][CH:35]=2)[CH2:28]1)[CH2:7][CH:1]1[CH2:2][CH2:3][CH2:4][CH2:5][CH2:6]1.[ClH:46]. Procedure details: A solution of tert-butyl (2R,3S)-4-cyclohexyl-2-hydroxy-3-(2-(3-((3-methoxypropoxy)-(phenyl)methyl)piperidin-1-yl)-3,4-dioxocyclobut-1-enylamino)butylcarbamate (37 mg, 0.06 mmol) was dissolved in dioxane (1 mL) and treated with 4M HCl in dioxane (1 mL). The reaction was allowed to stir for 3 h. Evaporation of the solvent provided 3-((2S,3R)-4-amino-1-cyclohexyl-3-hydroxybutan-2-ylamino)-4-(3-((3-methoxypropoxy)(phenyl)methyl)piperidin-1-yl)cyclobut-3-ene-1,2-dione as its HCl salt (32 mg); MS m/z... Reaction SMILES: [CH:1]1([C:4]2[N:9]=[C:8]([C:10]3[CH:11]=[C:12]4[C:16](=[CH:17][CH:18]=3)[NH:15][CH:14]=[C:13]4[C:19]3[CH:24]=[C:23]([O:25]CC4C=CC(OC)=CC=4)[N:22]=[C:21]([NH:35][CH:36]([CH3:38])[CH3:37])[N:20]=3)[CH:7]=[N:6][CH:5]=2)[CH2:3][CH2:2]1.C(O)(C(F)(F)F)=O>>[CH:1]1([C:4]2[N:9]=[C:8]([C:10]3[CH:11]=[C:12]4[C:16](=[CH:17][CH:18]=3)[NH:15][CH:14]=[C:13]4[C:19]3[N:20]=[C:21]([NH:35][CH:36]([CH3:37])[CH3:38])[NH:22][C:23](=[O:25])[CH:24]=3)[CH:7]=[N:6][CH:5]=2)[CH2:3][CH2:2]1. Starting materials: C(=O)(C(F)(F)F)O (TFA), C1(CC1)C1=CN=CC(=N1)C=1C=C2C(=CNC2=CC1)C1=NC(=NC(=C1)OCC1=CC=C(C=C1)OC)NC(C)C (4-(5-(6-cyclopropylpyrazin-2-yl)-1H-indol-3-yl)-N-isopropyl-6-(4-methoxybenzyloxy)pyrimidin-2-amine), C(=O)(C(F)(F)F)O (TFA). Conditions: temperature 120 celsius. Yield: 15.8%. Product: C1(CC1)C1=CN=CC(=N1)C=1C=C2C(=CNC2=CC1)C1=CC(NC(=N1)NC(C)C)=O (6-(5-(6-cyclopropylpyrazin-2-yl)-1H-indol-3-yl)-2-(isopropylamino)pyrimidin-4(3H)-one). Reported procedure: A glass microwave reaction vessel was charged with 4-(5-(6-cyclopropylpyrazin-2-yl)-1H-indol-3-yl)-N-isopropyl-6-(4-methoxybenzyloxy)pyrimidin-2-amine (25 mg, 0.049 mmol) and TFA (1 mL, 12.98 mmol). The reaction was stirred and heated in a Initiator microwave reactor (Personal Chemistry, Biotage AB, Inc., Upssala, Sweden) at 120° C. for 20 min, then the solvent was removed and the residue was purified with RP-HPLC (10-50% ACN in water with 0.1% TFA) to give 6-(5-(6-cyclopropylpyrazin-2-yl)-1H-in... Reactants: C(C)OC(=O)N1CCC(CC1)=O (4-oxo-piperidine-1-carboxylic acid ethyl ester), COC(N(C)C)OC (dimethylformamide dimethylacetal). The solvent is O (water). Yields the product C(C)OC(=O)N1CC(C(CC1)=O)=CN(C)C (3-Dimethylaminomethylene-4-oxo-piperidine-1-carboxylic acid ethyl ester). Reaction SMILES: [CH2:1]([O:3][C:4]([N:6]1[CH2:11][CH2:10][C:9](=[O:12])[CH2:8][CH2:7]1)=[O:5])[CH3:2].CO[CH:15](OC)[N:16]([CH3:18])[CH3:17]>O>[CH2:1]([O:3][C:4]([N:6]1[CH2:7][CH2:8][C:9](=[O:12])[C:10](=[CH:15][N:16]([CH3:18])[CH3:17])[CH2:11]1)=[O:5])[CH3:2]. Procedure details: To a round bottomed flask was loaded 8.56 grams of 4-oxo-piperidine-1-carboxylic acid ethyl ester, 10.3 ml of dimethylformamide dimethylacetal, and the mixture was refluxed at 90° C. for two hours. Then it was poured into 75 ml water and extracted with 2×250 ml dichloromethane. The combined organic layers was washed with 50 ml brine and dried over magnesium sulfate. Filter off the drying agent and concentrate gave 28 grams of 3-Dimethylaminomethylene-4-oxo-piperidine-1-carboxylic acid ethyl este... Yields the product CCCCC12CCC(=O)C=C1c1ccc(NC(C)=O)cc1C2. Starting materials: CCCCC1(CCC(C)=O)Cc2cc(NC(C)=O)ccc2C1=O, C1CCNC1, CC(=O)O, Cc1ccccc1, CCOC(C)=O. As a reaction SMILES: [C:1]([CH3:2])(=[O:3])[NH:4][c:5]1[cH:6][c:7]2[c:11]([cH:12][cH:13]1)[C:10](=[O:14])[C:9]([CH2:15][CH2:16][C:17]([CH3:18])=[O:19])([CH2:20][CH2:21][CH2:22][CH3:23])[CH2:8]2.[CH2:24]1[CH2:25][NH:26][CH2:27][CH2:28]1.[CH3:29][C:30](=[O:31])[OH:32].[CH3:33][c:34]1[cH:35][cH:36][cH:37][cH:38][cH:39]1.[CH3:40][CH2:41][O:42][C:43]([CH3:44])=[O:45]>>[C:1]([CH3:2])(=[O:3])[NH:4][c:5]1[cH:6][c:7]2[c:11]([cH:12][cH:13]1)[C:10]1=[CH:18][C:17](=[O:19])[CH2:16][CH2:15][C:9]1([CH2:20][CH2:21][CH2:22][CH3:23])[CH2:8]2. The product is C(C)(C)(C)C([N+](=CC1=CC=CC=C1)[O-])C(=O)O (t-butyl N-benzylideneglycine N-oxide). Starting materials: C(C)(C)(C)N(CC(=O)O)O (t-Butyl N-Hydroxyglycine), C(/C1=CC=CC=C1)=N/O (Z-Benzaldoxime), BrCC(=O)OC(C)(C)C (t-butyl bromoacetate), [Na] (sodium). Procedure: t-Butyl N-Hydroxyglycine. Z-Benzaldoxime (5.64 g, 46.61 mmol) and t-butyl bromoacetate (7.58 mL, 10 g, 51.27 mmol) were added successively to a solution of sodium (1.07 g, 0.047 g-atom) in 2-propanol (120 mL). The suspension was stirred for 2 h and then poured into water (100 mL). Extraction with dichloromethane, followed by drying over anhydrous magnesium sulfate and concentration gave a residue which was chromatographed on silica gel. Elution with 60% ethyl acetate-hexanes gave t-butyl N-benzy... Reaction conditions: time 2 hour. RXN SMILES: [C:1]([N:5]([OH:10])[CH2:6][C:7]([OH:9])=[O:8])([CH3:4])(C)C.C(=N/O)/[C:12]1[CH:17]=[CH:16][CH:15]=[CH:14]C=1.BrCC(O[C:25]([CH3:28])([CH3:27])[CH3:26])=O.[Na]>CC(O)C.O>[C:25]([CH:6]([C:7]([OH:9])=[O:8])[N+:5]([O-:10])=[CH:1][C:4]1[CH:14]=[CH:15][CH:16]=[CH:17][CH:12]=1)([CH3:28])([CH3:27])[CH3:26] |^1:28|. Run in CC(C)O (2-propanol), O (water).